This data is from the Open Reaction Database (ORD), a public repository of structured organic reaction records. The task is: describe an organic reaction: reactants, conditions, products, and yield Reported procedure: In the same manner as above, selenium dioxide is reacted with 4-hydroxyacetophenone (VII) to obtain 4-hydroxyphenylglyoxal hydrate (VIII), which is reacted with diaminomaleonitrile (VI) to obtain a phenol derivative (IX), which is then reacted with a corresponding carboxylic acid chloride in the presence of pyridine to obtain the objective compound (I). Reactants: [Se](=O)=O (selenium dioxide), CC(=O)C=1C=CC(=CC1)O (4-hydroxyacetophenone). The product is O.OC1=CC=C(C=C1)C(=O)C=O (4-hydroxyphenylglyoxal hydrate). As a reaction SMILES: [Se](=O)=[O:2].[CH3:4][C:5]([C:7]1[CH:8]=[CH:9][C:10]([OH:13])=[CH:11][CH:12]=1)=[O:6]>>[OH2:2].[OH:13][C:10]1[CH:11]=[CH:12][C:7]([C:5]([CH:4]=[O:2])=[O:6])=[CH:8][CH:9]=1 |f:2.3|.